From a dataset of the Open Reaction Database (ORD), a public repository of structured organic reaction records. describe an organic reaction: reactants, conditions, products, and yield Reactants: Cc1ncccc1C(=O)O, CC(=O)[O-], CC(N)CN1CC(C)(C)OCC1C(=O)Nc1cc(Cl)cc2c1[nH]c1cnccc12, O=C(O)C(F)(F)F, [NH4+]. The product is Cc1ncccc1C(=O)NC(C)CN1CC(C)(C)OCC1C(=O)Nc1cc(Cl)cc2c1[nH]c1cnccc12. Reaction SMILES: [CH3:37][c:38]1[c:39]([C:40](=[O:41])[OH:42])[cH:43][cH:44][cH:45][n:46]1.[CH3:48][C:49](=[O:50])[O-:51].[Cl:8][c:9]1[cH:10][c:11]2[c:12]3[cH:13][cH:14][n:15][cH:16][c:17]3[nH:18][c:19]2[c:20]([NH:22][C:23](=[O:24])[CH:25]2[CH2:26][O:27][C:28]([CH3:35])([CH3:36])[CH2:29][N:30]2[CH2:31][CH:32]([CH3:33])[NH2:34])[cH:21]1.[F:1][C:2]([F:3])([F:4])[C:5]([OH:6])=[O:7].[NH4+:47]>>[Cl:8][c:9]1[cH:10][c:11]2[c:12]3[cH:13][cH:14][n:15][cH:16][c:17]3[nH:18][c:19]2[c:20]([NH:22][C:23](=[O:24])[CH:25]2[CH2:26][O:27][C:28]([CH3:35])([CH3:36])[CH2:29][N:30]2[CH2:31][CH:32]([CH3:33])[NH:34][C:40]([c:39]2[c:38]([CH3:37])[n:46][cH:45][cH:44][cH:43]2)=[O:41])[cH:21]1. The reactants are CCOC(=O)c1cc(C2CCCC2)[nH]n1, Cl, [Na+], C1COCCO1, [OH-]. Product: O=C(O)c1cc(C2CCCC2)[nH]n1. As a reaction SMILES: [CH2:1]([CH3:2])[O:3][C:4](=[O:5])[c:6]1[n:7][nH:8][c:9]([CH:11]2[CH2:12][CH2:13][CH2:14][CH2:15]2)[cH:10]1.[ClH:18].[Na+:17].[O:19]1[CH2:20][CH2:21][O:22][CH2:23][CH2:24]1.[OH-:16]>>[O:3]=[C:4]([OH:5])[c:6]1[n:7][nH:8][c:9]([CH:11]2[CH2:12][CH2:13][CH2:14][CH2:15]2)[cH:10]1. The reactants are CCOC(OCC)N1C(=O)C(c2ncnc3cc(OCCCN4CCOCC4)c(OC)cc23)c2ccccc21, CCO, Cl. Product: Cl, COc1cc2c(C3C(=O)Nc4ccccc43)ncnc2cc1OCCCN1CCOCC1. RXN SMILES: [CH2:2]([O:3][CH:4]([O:5][CH2:38][CH3:39])[N:6]1[C:7](=[O:37])[CH:8]([c:15]2[n:16][cH:17][n:18][c:19]3[cH:20][c:21]([O:27][CH2:28][CH2:29][CH2:30][N:31]4[CH2:32][CH2:33][O:34][CH2:35][CH2:36]4)[c:22]([O:25][CH3:26])[cH:23][c:24]23)[c:9]2[cH:10][cH:11][cH:12][cH:13][c:14]21)[CH3:40].[CH3:41][CH2:42][OH:43].[ClH:1]>>[ClH:1].[NH:6]1[C:7](=[O:37])[CH:8]([c:15]2[n:16][cH:17][n:18][c:19]3[cH:20][c:21]([O:27][CH2:28][CH2:29][CH2:30][N:31]4[CH2:32][CH2:33][O:34][CH2:35][CH2:36]4)[c:22]([O:25][CH3:26])[cH:23][c:24]23)[c:9]2[cH:10][cH:11][cH:12][cH:13][c:14]21. Reactants: Cl (hydrochloric acid), O (water), [Na+].[Br-] (NaBr), NaBrO3, C=CC1=CC=CC=C1 (styrene), O (water). Solvent: ClCCl (dichloromethane). Conditions: time 90 minute. The product is [Br-].[Br-].C=CC1=CC=CC=C1 (styrene dibromide), C1C(O1)C2=CC=CC=C2 (styrene epoxide), C(C1=CC=CC=C1)=O (benzaldehyde). Yield: 0.0%. RXN SMILES: [CH2:1]=[CH:2][C:3]1[CH:8]=[CH:7][CH:6]=[CH:5][CH:4]=1.Cl.[Na+].[Br-:11].[OH2:12]>ClCCl>[Br-:11].[Br-:11].[CH2:1]=[CH:2][C:3]1[CH:8]=[CH:7][CH:6]=[CH:5][CH:4]=1.[CH2:1]1[O:12][CH:2]1[C:3]1[CH:8]=[CH:7][CH:6]=[CH:5][CH:4]=1.[CH:2](=[O:12])[C:3]1[CH:8]=[CH:7][CH:6]=[CH:5][CH:4]=1 |f:2.3,6.7.8|. Procedure details: To 1.818 g (17.456 mmol) of styrene dissolved in 5 ml of dichloromethane in 250 ml round bottom flask, 5 ml of 12 N hydrochloric acid and 10 ml of water were added. A mixture of (3.035 g, 29.47 mmol) NaBr and 0.879 g (5.819 mmol) of NaBrO3 dissolved in 20 ml water was added under stirring at room temperature over a period of 90 min. The organic layer was evaporated to get 39.3% of styrene dibromide, 60.6% styrene epoxide and 0.01% benzaldehyde.